This data is from the Open Reaction Database (ORD), a public repository of structured organic reaction records. The task is: describe an organic reaction: reactants, conditions, products, and yield Reactants: NC(=C(C(=O)C1=CC=C(C=C1)SC)C1=CC=C(C=C1)F)C(F)(F)F (3-amino-4,4,4-trifluoro-2-(4-fluorophenyl)-1-[4-(methylthio)phenyl]-2-buten-1-one), Cl (hydrochloric acid), CCOCC (ether). Reaction conditions: time 4 day. Product: FC1=CC=C(C=C1)C(C(=O)C1=CC=C(C=C1)SC)C(C(F)(F)F)=O (2-(4-fluorophenyl)-1-[4-(methylthio)phenyl]-4,4,4-trifluoro-1,3-butandione). RXN SMILES: N[C:2]([C:21]([F:24])([F:23])[F:22])=[C:3]([C:14]1[CH:19]=[CH:18][C:17]([F:20])=[CH:16][CH:15]=1)[C:4]([C:6]1[CH:11]=[CH:10][C:9]([S:12][CH3:13])=[CH:8][CH:7]=1)=[O:5].Cl.CC[O:28]CC>>[F:20][C:17]1[CH:18]=[CH:19][C:14]([CH:3]([C:2](=[O:28])[C:21]([F:24])([F:23])[F:22])[C:4]([C:6]2[CH:11]=[CH:10][C:9]([S:12][CH3:13])=[CH:8][CH:7]=2)=[O:5])=[CH:15][CH:16]=1. Procedure details: A mixture of 4.0 g of product of step 1, 40 mL of ether, and 40 mL of 6N hydrochloric acid was stirred at room temperature for 4 days. The ether layer was dried over magnesium sulfate and concentrated in vacuo to give 4.0 g of crude 2-(4-fluorophenyl)-1-[4-(methylthio)phenyl]-4,4,4-trifluoro-1,3-butandione. A mixture of 0.22 g (0.59 mmol) of this product, 0.09 g of phenylhydrazine, and 10 mL of glacial acetic acid was heated at 80° C. for 18 hours and poured into water. The insoluble solid was p...